Dataset: the Open Reaction Database (ORD), a public repository of structured organic reaction records. Task: describe an organic reaction: reactants, conditions, products, and yield Starting materials: C(C1=CC=CC=C1)N1C(=NC(=C1CC(=O)O)Cl)C1=CC=C(C=C1)OCCCC (1-benzyl-4-chloro-2-(4-n-butoxyphenyl)imidazole-5-acetic acid), O (water). Run in Br (hydrobromic acid). The product is C(C1=CC=CC=C1)N1C(=NC(=C1CC(=O)O)Cl)C1=CC=C(C=C1)O (1-benzyl-4-chloro-2-(4-hydroxyphenyl)imidazole-5-acetic acid). The yield is 58.2%. As a reaction SMILES: [CH2:1]([N:8]1[C:12]([CH2:13][C:14]([OH:16])=[O:15])=[C:11]([Cl:17])[N:10]=[C:9]1[C:18]1[CH:23]=[CH:22][C:21]([O:24]CCCC)=[CH:20][CH:19]=1)[C:2]1[CH:7]=[CH:6][CH:5]=[CH:4][CH:3]=1.O>Br>[CH2:1]([N:8]1[C:12]([CH2:13][C:14]([OH:16])=[O:15])=[C:11]([Cl:17])[N:10]=[C:9]1[C:18]1[CH:19]=[CH:20][C:21]([OH:24])=[CH:22][CH:23]=1)[C:2]1[CH:7]=[CH:6][CH:5]=[CH:4][CH:3]=1. Reported procedure: 1 g of 1-benzyl-4-chloro-2-(4-n-butoxyphenyl)imidazole-5-acetic acid was boiled in 14 ml of 48% hydrobromic acid for 2 hours, and addition of 15 ml of water, followed by allowing the solution to stand, resulted in crystals deposited. Recrystallization of the crystals from aqueous ethanol yielded 0.5 g of 1-benzyl-4-chloro-2-(4-hydroxyphenyl)imidazole-5-acetic acid as colorless, prism-formed crystals, m.p. 140°-145° C. The reactants are C(C1=CC=CC=C1)OC1=CC=CC=2N(C(=NC21)NC)C (4-benzyloxy-1-methyl-2-methylamino-1H-benzimidazole), [H-].[Na+] (sodium hydride), O (Water), CI (methyl iodide). Solvent: CN(C=O)C (dimethylformamide). Reaction conditions: time 15 minute. Product: C(C1=CC=CC=C1)OC1=CC=CC=2N(C(=NC21)N(C)C)C (4-benzyloxy-1-methyl-2-dimethylamino-1H-benzimidazole). Isolated yield 47.5%. As a reaction SMILES: [CH2:1]([O:8][C:9]1[C:17]2[N:16]=[C:15]([NH:18][CH3:19])[N:14]([CH3:20])[C:13]=2[CH:12]=[CH:11][CH:10]=1)[C:2]1[CH:7]=[CH:6][CH:5]=[CH:4][CH:3]=1.[H-].[Na+].[CH3:23]I.O>CN(C)C=O>[CH2:1]([O:8][C:9]1[C:17]2[N:16]=[C:15]([N:18]([CH3:23])[CH3:19])[N:14]([CH3:20])[C:13]=2[CH:12]=[CH:11][CH:10]=1)[C:2]1[CH:7]=[CH:6][CH:5]=[CH:4][CH:3]=1 |f:1.2|. Procedure details: To a solution of 4-benzyloxy-1-methyl-2-methylamino-1H-benzimidazole (200 mg) in dimethylformamide (2 ml) was added sodium hydride (32.9 mg) under ice-cooling, and the mixture was stirred for 15 minutes. To the mixture was added methyl iodide (127 mg), and the mixture was stirred for 15 minutes under ice-cooling and then for 2 hours at ambient temperature. Water was added to the reaction mixture, and extracted with chloroform. The organic layer was dried over magnesium sulfate and evaporated in ... Starting materials: CC(C)Cc1ccc(-c2nc(-c3ccc(C=O)nc3)no2)cc1, CC(C)Cc1ccc(-c2nc(-c3cnc(CNC4CC(C(=O)O)C4)cn3)no2)cc1. Product: CC(C)Cc1ccc(-c2nc(-c3ccc(CNC4CC(C(=O)O)C4)nc3)no2)cc1. Reaction SMILES: [CH2:1]([CH:2]([CH3:3])[CH3:4])[c:5]1[cH:6][cH:7][c:8](-[c:11]2[n:12][c:13](-[c:16]3[cH:17][cH:18][c:19]([CH:22]=[O:23])[n:20][cH:21]3)[n:14][o:15]2)[cH:9][cH:10]1.[CH2:24]([c:25]1[cH:26][cH:27][c:28](-[c:29]2[o:30][n:31][c:32](-[c:33]3[n:34][cH:35][c:36]([CH2:45][NH:46][CH:47]4[CH2:48][CH:49]([C:51](=[O:52])[OH:53])[CH2:50]4)[n:37][cH:38]3)[n:39]2)[cH:40][cH:41]1)[CH:42]([CH3:43])[CH3:44]>>[CH2:1]([CH:2]([CH3:3])[CH3:4])[c:5]1[cH:6][cH:7][c:8](-[c:11]2[n:12][c:13](-[c:16]3[cH:17][cH:18][c:19]([CH2:45][NH:46][CH:47]4[CH2:48][CH:49]([C:51](=[O:52])[OH:53])[CH2:50]4)[n:20][cH:21]3)[n:14][o:15]2)[cH:9][cH:10]1. Reactants: [N+](=O)([O-])C1=CC=C(C=C1)O (4-nitrophenol), [H-].[Na+] (sodium hydride), ice water, COCCBr (2-bromoethyl methyl ether). The solvent is CN(C)C=O (DMF). Run at time 10 minute. Yields the product COCCOC1=CC=C(C=C1)[N+](=O)[O-] (1-(2-methoxyethoxy)-4-nitrobenzene). The yield is 104.1%. RXN SMILES: [N+:1]([C:4]1[CH:9]=[CH:8][C:7]([OH:10])=[CH:6][CH:5]=1)([O-:3])=[O:2].[H-].[Na+].[CH3:13][O:14][CH2:15][CH2:16]Br>CN(C=O)C>[CH3:13][O:14][CH2:15][CH2:16][O:10][C:7]1[CH:8]=[CH:9][C:4]([N+:1]([O-:3])=[O:2])=[CH:5][CH:6]=1 |f:1.2|. Reported procedure: A stirred solution of 4-nitrophenol (Fluka) (0.511 g, 3.67 mmol) in DMF (10 mL) was treated with 60% sodium hydride (Aldrich) (0.170 g, 4.25 mmol) added in portions at 0° C. The yellow mixture was stirred at that temperature for 10 min, then 2-bromoethyl methyl ether (Aldrich) (0.380 mL, 4.04 mmol) was added dropwise at 0° C. The mixture was stirred at that temperature for 5 min, warmed up to rt and stirred for 3.5 h then at 70° C. overnight. The reaction mixture was poured into ice-water (100 m... The reactants are CC(=O)O[BH-](OC(C)=O)OC(C)=O, O=C([O-])O, CC(C)(C)OC(=O)N1CCC(NC(=O)c2ccc3[nH]c4c(c3c2)CNCC4)CC1, CCOCC, ClCCl, O=Cc1ccc(C(F)(F)F)cc1, [Na+], [Na+]. Product: CC(C)(C)OC(=O)N1CCC(NC(=O)c2ccc3[nH]c4c(c3c2)CN(Cc2ccc(C(F)(F)F)cc2)CC4)CC1. Reaction SMILES: [C:42]([O:43][BH-:44]([O:45][C:46](=[O:47])[CH3:48])[O:49][C:50](=[O:51])[CH3:52])(=[O:53])[CH3:54].[C:56](=[O:57])([OH:58])[O-:59].[CH2:1]1[NH:2][CH2:3][CH2:4][c:5]2[nH:6][c:7]3[cH:8][cH:9][c:10]([C:14](=[O:15])[NH:16][CH:17]4[CH2:18][CH2:19][N:20]([C:23](=[O:24])[O:25][C:26]([CH3:27])([CH3:28])[CH3:29])[CH2:21][CH2:22]4)[cH:11][c:12]3[c:13]21.[CH2:64]([O:65][CH2:66][CH3:67])[CH3:68].[Cl:61][CH2:62][Cl:63].[F:30][C:31]([c:32]1[cH:33][cH:34][c:35]([CH:36]=[O:37])[cH:38][cH:39]1)([F:40])[F:41].[Na+:55].[Na+:60]>>[CH2:1]1[N:2]([CH2:36][c:35]2[cH:34][cH:33][c:32]([C:31]([F:30])([F:40])[F:41])[cH:39][cH:38]2)[CH2:3][CH2:4][c:5]2[nH:6][c:7]3[cH:8][cH:9][c:10]([C:14](=[O:15])[NH:16][CH:17]4[CH2:18][CH2:19][N:20]([C:23](=[O:24])[O:25][C:26]([CH3:27])([CH3:28])[CH3:29])[CH2:21][CH2:22]4)[cH:11][c:12]3[c:13]21.